Dataset: the Open Reaction Database (ORD), a public repository of structured organic reaction records. Task: describe an organic reaction: reactants, conditions, products, and yield Reactants: [NH4+].[Cl-] (NH4Cl), O (water), [N+](=O)([O-])C1=CC=CC=C1 (nitrobenzene), O (water), [N+](=O)([O-])C1=CC=CC=C1 (nitrobenzene), [N+](=O)([O-])C1=CC=CC=C1 (nitrobenzene), organic solvent. Reagents/catalysts: [Zn] (Zn). The solvent is CC(OCC)=O (EA). Reaction conditions: time 20 minute. Product: [N+]([O-])(=NC1=CC=CC=C1)C1=CC=CC=C1 (azoxybenzene). As a reaction SMILES: [N+:1]([C:4]1[CH:9]=[CH:8][CH:7]=[CH:6][CH:5]=1)([O-:3])=O.O.[NH4+:11].[Cl-]>[Zn].CC(=O)OCC>[N+:1]([C:4]1[CH:9]=[CH:8][CH:7]=[CH:6][CH:5]=1)(=[N:11][C:4]1[CH:9]=[CH:8][CH:7]=[CH:6][CH:5]=1)[O-:3] |f:2.3|. Procedure details: 0.204 mL (2.0 mmol) of nitrobenzene and either of 17.2 mg (the amount required for swelling of the reactant, nitrobenzene, in 100%) of Polymer supported reagent-1 synthesized in Example 3 or 14 mg (the amount required for swelling of the reactant, nitrobenzene, in 100%) of Polymer supported reagent-2 synthesized in Example 4 were put into a 50 mL, two-neck flask equipped with a water cooler, and the resulting mixture was stirred at a nitrogen atmosphere for 20 minutes to swell the the polymer su...